This data is from the Open Reaction Database (ORD), a public repository of structured organic reaction records. The task is: describe an organic reaction: reactants, conditions, products, and yield The reactants are [Al+3], BrBr, CCCC(=O)c1ccc(NC(C)=O)cc1, [Cl-], [Cl-], [Cl-], ClCCl. Yields the product CCC(Br)C(=O)c1ccc(NC(C)=O)cc1. As a reaction SMILES: [Al+3:17].[Br:20][Br:21].[C:1]([CH2:2][CH2:3][CH3:4])(=[O:5])[c:6]1[cH:7][cH:8][c:9]([NH:12][C:13]([CH3:14])=[O:15])[cH:10][cH:11]1.[Cl-:16].[Cl-:18].[Cl-:19].[Cl:22][CH2:23][Cl:24]>>[C:1]([CH:2]([CH2:3][CH3:4])[Br:20])(=[O:5])[c:6]1[cH:7][cH:8][c:9]([NH:12][C:13]([CH3:14])=[O:15])[cH:10][cH:11]1. Reactants: N#Cc1ccc(C(=O)Nc2ccc(C(=O)NN)cc2)cc1, CC(=O)O, O=C1Nc2ccc(I)cc2C1=O. Yields the product N#Cc1ccc(C(=O)Nc2ccc(C(=O)NN=C3C(=O)Nc4ccc(I)cc43)cc2)cc1. Reaction SMILES: [C:13](#[N:14])[c:15]1[cH:16][cH:17][c:18]([C:19](=[O:20])[NH:21][c:22]2[cH:23][cH:24][c:25]([C:28](=[O:29])[NH:30][NH2:31])[cH:26][cH:27]2)[cH:32][cH:33]1.[CH3:34][C:35](=[O:36])[OH:37].[I:1][c:2]1[cH:3][c:4]2[c:8]([cH:9][cH:10]1)[NH:7][C:6](=[O:11])[C:5]2=[O:12]>>[I:1][c:2]1[cH:3][c:4]2[c:8]([cH:9][cH:10]1)[NH:7][C:6](=[O:11])[C:5]2=[N:31][NH:30][C:28]([c:25]1[cH:24][cH:23][c:22]([NH:21][C:19]([c:18]2[cH:17][cH:16][c:15]([C:13]#[N:14])[cH:33][cH:32]2)=[O:20])[cH:27][cH:26]1)=[O:29]. Starting materials: C(C)=O (acetaldehyde), S(=O)(=O)([O-])[O-].[Na+].[Na+] (sodium sulphate), CN(CC1=CC=CC=C1)C (dimethylbenzylamine), CC1=C(N)C(=CC=C1)C (2,6-dimethylaniline). Run in C(Cl)Cl (methylene chloride). Reaction conditions: temperature 0 celsius, time 4 hour. Yields the product C(C)=NC1=C(C=CC=C1C)C (N-ethylidene-2,6-dimethylaniline). Yield: 95.2%. As a reaction SMILES: S([O-])([O-])(=O)=O.[Na+].[Na+].CN(C)[CH2:10][C:11]1C=CC=CC=1.[CH3:18][C:19]1[CH:25]=[CH:24][CH:23]=[C:22]([CH3:26])[C:20]=1[NH2:21].C(=O)C>C(Cl)Cl>[CH:10](=[N:21][C:20]1[C:22]([CH3:26])=[CH:23][CH:24]=[CH:25][C:19]=1[CH3:18])[CH3:11] |f:0.1.2|. Reported procedure: 180 g (3 mols) of sodium sulphate and 3 ml of dimethylbenzylamine were added to 121 g (1 mol) of 2,6-dimethylaniline in 200 ml of methylene chloride. 88 g (2 mols) of acetaldehyde were added to the mixture at 0° C. The mixture was stirred at 0° C. for 4 hours and was filtered, and the filtrate was concentrated in vacuo at a maximum bath temperature of 20° C. 140 g (95.2% of theory) of N-ethylidene-2,6-dimethylaniline were obtained as a reddish oil. Starting materials: N(=NC(=O)OC(C)C)C(=O)OC(C)C (diisopropyl azodicarboxylate), SC=1SC2=C(N1)C=CC=C2 (2-mercapto-benzothiazole), C1(=CC=CC=C1)P(C1=CC=CC=C1)C1=CC=CC=C1 (triphenylphosphine), FC(C(\C=C/CC(CCC/C=C/CO)(C)C)(C(F)(F)F)O[Si](CC)(CC)CC)(F)F ((2E,9Z)-12,12,12-Trifluoro-7,7-dimethyl-11-triethylsilanyloxy-11-trifluoromethyl-dodeca-2,9-dien-1-ol). The solvent is C1CCOC1 (THF), C1CCOC1 (THF). Run at time 1 hour. Product: FC(C(\C=C/CC(CCC/C=C/CSC=1SC2=C(N1)C=CC=C2)(C)C)(C(F)(F)F)O[Si](CC)(CC)CC)(F)F ((2E,9Z)-2-(12,12,12-Trifluoro-7,7-dimethyl-11-triethylsilanyloxy-11-trifluoromethyl-dodeca-2,9-dienylsulfanyl)-benzothiazole). As a reaction SMILES: [SH:1][C:2]1[S:3][C:4]2[CH:10]=[CH:9][CH:8]=[CH:7][C:5]=2[N:6]=1.C1(P(C2C=CC=CC=2)C2C=CC=CC=2)C=CC=CC=1.[F:30][C:31]([F:59])([F:58])[C:32]([O:50][Si:51]([CH2:56][CH3:57])([CH2:54][CH3:55])[CH2:52][CH3:53])([C:46]([F:49])([F:48])[F:47])/[CH:33]=[CH:34]\[CH2:35][C:36]([CH3:45])([CH3:44])[CH2:37][CH2:38][CH2:39]/[CH:40]=[CH:41]/[CH2:42]O.N(C(OC(C)C)=O)=NC(OC(C)C)=O>C1COCC1>[F:59][C:31]([F:30])([F:58])[C:32]([O:50][Si:51]([CH2:56][CH3:57])([CH2:54][CH3:55])[CH2:52][CH3:53])([C:46]([F:48])([F:49])[F:47])/[CH:33]=[CH:34]\[CH2:35][C:36]([CH3:44])([CH3:45])[CH2:37][CH2:38][CH2:39]/[CH:40]=[CH:41]/[CH2:42][S:1][C:2]1[S:3][C:4]2[CH:10]=[CH:9][CH:8]=[CH:7][C:5]=2[N:6]=1. Reported procedure: To a solution of 6.59 g of 2-mercapto-benzothiazole and 7.87 g of triphenylphosphine in 65 ml of THF was added at 0° a solution of 9.25 g of (2E,9Z)-12,12,12-Trifluoro-7,7-dimethyl-11-triethylsilanyloxy-11-trifluoromethyl-dodeca-2,9-dien-1-ol in 35 ml of THF which was followed by addition of 8.09 g of diisopropyl azodicarboxylate over 20 min and stirring was continued at 0° for 1 h after which time t.l.c. indicated completion of the reaction. The mixture was washed with sat. aqueous NH4Cl- and N... Reactants: NC1=C(C=CC=C1[N+](=O)[O-])O (2-amino-3-nitrophenol), Cl (HCl), N(=O)[O-].[Na+] (sodium nitrite). The reagents and catalysts are Cl[Cu] (CuCl). Solvent: OS(=O)(=O)O (H2SO4), O (water). Conditions: temperature 0 celsius, time 30 minute. Yields the product ClC1=C(C=CC=C1[N+](=O)[O-])O (2-chloro-3-nitrophenol). The yield is 62.0%. RXN SMILES: N[C:2]1[C:7]([N+:8]([O-:10])=[O:9])=[CH:6][CH:5]=[CH:4][C:3]=1[OH:11].N([O-])=O.[Na+].[ClH:16]>O.OS(O)(=O)=O.Cl[Cu]>[Cl:16][C:2]1[C:7]([N+:8]([O-:10])=[O:9])=[CH:6][CH:5]=[CH:4][C:3]=1[OH:11] |f:1.2|. Reported procedure: To a suspension of 2-amino-3-nitrophenol (10 g, 65 mmol) in concentrated HCl (10 mL) at 0° C., sodium nitrite (5.1 g, 73.3 mmol) in water (60 mL) was added dropwise. After stirring for 30 minutes at 0° C., CuCl (12.8 g, 130 mmol) in 10% H2SO4 (3 mL) was added and the reaction was stirred for 18 hours. The heterogeneous mixture was filtered and washed with water. The filtrate was extracted three times with 70 mL portions of EtOAc. Evaporation of EtOAc extractions afforded 7 grams (62% yield) of p...